describe an organic reaction: reactants, conditions, products, and yield From a dataset of the Open Reaction Database (ORD), a public repository of structured organic reaction records. The reactants are C(C)(C)(C)OCCN (2-tert-butoxyethylamine), I (HI), C(C)(C)(C)OCCN(C(C)SC)C ((2-tert-butoxyethyl)methyl-(1-methylsulfanylethyl)amine), NC1=CC=C2C[C@H]([C@@H](C2=C1)NC(=O)C1=CC=C(C=C1)C1=CC=CC=C1)O (biphenyl-4-carboxylic acid (R)-(6-amino-2(R)-hydroxyindan-1-yl)amide), Cl (HCl). Solvent: N1=CC=CC=C1 (pyridine). Reaction conditions: time 18 hour. The product is C(C)(C)(C)OCCN(C(C)=NC1=CC=C2C[C@H]([C@@H](C2=C1)NC(=O)C1=CC=C(C=C1)C1=CC=CC=C1)O)C (Biphenyl-4-carboxylic acid (R)-(6-(1-((2-tert-butoxyethyl)methylamino)ethylideneamino)-2(R)-hydroxyindan-1-yl)amide). Isolated yield 22.0%. RXN SMILES: I.[C:2]([O:6][CH2:7][CH2:8][N:9]([CH3:14])[CH:10](SC)[CH3:11])([CH3:5])([CH3:4])[CH3:3].Cl.C(OCCN)(C)(C)C.[NH2:24][C:25]1[CH:33]=[C:32]2[C:28]([CH2:29][C@@H:30]([OH:49])[C@@H:31]2[NH:34][C:35]([C:37]2[CH:42]=[CH:41][C:40]([C:43]3[CH:48]=[CH:47][CH:46]=[CH:45][CH:44]=3)=[CH:39][CH:38]=2)=[O:36])=[CH:27][CH:26]=1>N1C=CC=CC=1>[C:2]([O:6][CH2:7][CH2:8][N:9]([CH3:14])[C:10](=[N:24][C:25]1[CH:33]=[C:32]2[C:28]([CH2:29][C@@H:30]([OH:49])[C@@H:31]2[NH:34][C:35]([C:37]2[CH:42]=[CH:41][C:40]([C:43]3[CH:44]=[CH:45][CH:46]=[CH:47][CH:48]=3)=[CH:39][CH:38]=2)=[O:36])=[CH:27][CH:26]=1)[CH3:11])([CH3:5])([CH3:4])[CH3:3]. Procedure: Dissolve the crude HI salt of (2-tert-butoxyethyl)methyl-(1-methylsulfanylethyl)amine (obtained using the crude HCl salt of 2-tert-butoxyethylamine, referenced in Example 9-1, using the methodology detailed in Example 6-1) (297.1 mg, 0.897 mmol) in 20 mL pyridine and add biphenyl-4-carboxylic acid (R)-(6-amino-2(R)-hydroxyindan-1-yl)amide (290.7 mg, 0.844 mmol). Allow the reaction to stir for 18 hours. Remove the solvent in vacuo and dissolve the residue in methylene chloride and wash with satur...